describe an organic reaction: reactants, conditions, products, and yield From a dataset of the Open Reaction Database (ORD), a public repository of structured organic reaction records. Starting materials: C(C)(=O)C=1C(=CC(=C(C1)C=1C2=C(N=CN1)C(=CN2)C(=O)O)OCC2CC2)C (4-(5-acetyl-2-cyclopropylmethoxy-4-methyl-phenyl)-5H-pyrrolo[3,2-d]pyrimidine-7-carboxylic acid), NC1CCN(CC1)C(C)=O (1-(4-amino-piperidin-1-yl)-ethanone). The product is C(C)(=O)N1CCC(CC1)NC(=O)C1=CNC2=C1N=CN=C2C2=C(C=C(C(=C2)C(C)=O)C)OCC2CC2 (4-(5-Acetyl-2-cyclopropylmethoxy-4-methyl-phenyl)-5H-pyrrolo[3,2-d]pyrimidine-7-carboxylic acid (1-acetyl-piperidin-4-yl)-amide). As a reaction SMILES: [C:1]([C:4]1[C:5]([CH3:27])=[CH:6][C:7]([O:22][CH2:23][CH:24]2[CH2:26][CH2:25]2)=[C:8]([C:10]2[C:11]3[NH:18][CH:17]=[C:16]([C:19]([OH:21])=O)[C:12]=3[N:13]=[CH:14][N:15]=2)[CH:9]=1)(=[O:3])[CH3:2].[NH2:28][CH:29]1[CH2:34][CH2:33][N:32]([C:35](=[O:37])[CH3:36])[CH2:31][CH2:30]1>>[C:35]([N:32]1[CH2:33][CH2:34][CH:29]([NH:28][C:19]([C:16]2[C:12]3[N:13]=[CH:14][N:15]=[C:10]([C:8]4[CH:9]=[C:4]([C:1](=[O:3])[CH3:2])[C:5]([CH3:27])=[CH:6][C:7]=4[O:22][CH2:23][CH:24]4[CH2:25][CH2:26]4)[C:11]=3[NH:18][CH:17]=2)=[O:21])[CH2:30][CH2:31]1)(=[O:37])[CH3:36]. Procedure: Starting from 4-(5-acetyl-2-cyclopropylmethoxy-4-methyl-phenyl)-5H-pyrrolo[3,2-d]pyrimidine-7-carboxylic acid (example A82) and 1-(4-amino-piperidin-1-yl)-ethanone (A191) the title compound is obtained as colorless solid.